From a dataset of the Open Reaction Database (ORD), a public repository of structured organic reaction records. describe an organic reaction: reactants, conditions, products, and yield The yield is 68.5%. Reported procedure: A solution of (2R,3S)-3-(formyl-2-tetrahydropyranyloxyamino)-2-(3-phenyl-1-propyl)hexanoic acid [(1s)-5-benzyloxycarbonylamino-1-(1,3,4-thiadiazol-2-ylcarbamoyl)-1-pentyl]amide (23 mg, 0.032 mmol) in acetic acid-water (4:1, 1 mL) is heated to 50° C. for 16 h. The reaction mixture is concentrated, then dissolved in toluene and concentrated in vacuo. The procedure is repeated once again to afford the crude product which is recrystallized from dichloromethane-methanol-diethyl ether to provide (2R,3... Reactants: C(C1=CC=CC=C1)OC(=O)NCCCC[C@@H](C(NC=1SC=NN1)=O)NC([C@@H]([C@H](CCC)N(OC1OCCCC1)C=O)CCCC1=CC=CC=C1)=O ((2R,3S)-3-(formyl-2-tetrahydropyranyloxyamino)-2-(3-phenyl-1-propyl)hexanoic acid [(1s)-5-benzyloxycarbonylamino-1-(1,3,4-thiadiazol-2-ylcarbamoyl)-1-pentyl]amide). As a reaction SMILES: [CH2:1]([O:8][C:9]([NH:11][CH2:12][CH2:13][CH2:14][CH2:15][C@H:16]([NH:25][C:26](=[O:51])[C@H:27]([CH2:42][CH2:43][CH2:44][C:45]1[CH:50]=[CH:49][CH:48]=[CH:47][CH:46]=1)[C@@H:28]([N:32]([CH:40]=[O:41])[O:33]C1CCCCO1)[CH2:29][CH2:30][CH3:31])[C:17](=[O:24])[NH:18][C:19]1[S:20][CH:21]=[N:22][N:23]=1)=[O:10])[C:2]1[CH:7]=[CH:6][CH:5]=[CH:4][CH:3]=1>C(O)(=O)C.O>[CH2:1]([O:8][C:9]([NH:11][CH2:12][CH2:13][CH2:14][CH2:15][C@H:16]([NH:25][C:26](=[O:51])[C@H:27]([CH2:42][CH2:43][CH2:44][C:45]1[CH:50]=[CH:49][CH:48]=[CH:47][CH:46]=1)[C@@H:28]([N:32]([CH:40]=[O:41])[OH:33])[CH2:29][CH2:30][CH3:31])[C:17](=[O:24])[NH:18][C:19]1[S:20][CH:21]=[N:22][N:23]=1)=[O:10])[C:2]1[CH:3]=[CH:4][CH:5]=[CH:6][CH:7]=1 |f:1.2|. Product: C(C1=CC=CC=C1)OC(=O)NCCCC[C@@H](C(NC=1SC=NN1)=O)NC([C@@H]([C@H](CCC)N(O)C=O)CCCC1=CC=CC=C1)=O ((2R,3S)-3-(formyl-hydroxyamino)-2-(3-phenyl-1-propyl)hexanoic acid [(1S)-5-benzyloxycarbonylamino-1-(1,3,4-thiadiazol-2-ylcarbamoyl)-1-pentyl]amide). Solvent: C(C)(=O)O.O (acetic acid water).